Dataset: the Open Reaction Database (ORD), a public repository of structured organic reaction records. Task: describe an organic reaction: reactants, conditions, products, and yield Starting materials: CC1=CC(=C(C(=O)N)C=C1)[N+](=O)[O-] (4-methyl-2-nitrobenzamide), [NH4+].[Cl-] (NH4Cl). The reagents and catalysts are [Fe] (iron). Solvent: O (water), CCO (EtOH). Yields the product NC1=C(C(=O)N)C=CC(=C1)C (2-amino-4-methylbenzamide). Yield: 90.0%. RXN SMILES: [CH3:1][C:2]1[CH:10]=[CH:9][C:5]([C:6]([NH2:8])=[O:7])=[C:4]([N+:11]([O-])=O)[CH:3]=1.[NH4+].[Cl-]>CCO.O.[Fe]>[NH2:11][C:4]1[CH:3]=[C:2]([CH3:1])[CH:10]=[CH:9][C:5]=1[C:6]([NH2:8])=[O:7] |f:1.2|. Procedure details: The title compound was prepared following the procedure described in Step 3 of Intermediate-1 using 4-methyl-2-nitrobenzamide (1.60 g, 8.88 mmol), iron powder (2.97 g, 53.33 mmol), and NH4Cl (2.85 g, 53.33 mmol) in EtOH (8 mL) and water (2 mL) to afford 1.2 g of the title product. 1H NMR (300 MHz, DMSO-d6): δ 7.62 (br s, 1H), 7.42 (d, J=7.8 Hz, 1H), 6.93 (br s, 1H), 6.53 (s, 2H), 6.46 (s, 1H), 6.29 (d, J=7.8 Hz, 1H), 2.15 (s, 3H). Starting materials: COc1ccc(N)cc1, CS(C)=O, CCOC(C)=O, CS(=O)c1ncc2c(n1)N(C1CCCC1)C(=O)NC2. Product: COc1ccc(Nc2ncc3c(n2)N(C2CCCC2)C(=O)NC3)cc1. Reaction SMILES: [CH3:20][O:21][c:22]1[cH:23][cH:24][c:25]([NH2:28])[cH:26][cH:27]1.[CH3:29][S:30](=[O:31])[CH3:32].[CH3:33][CH2:34][O:35][C:36](=[O:37])[CH3:38].[CH:1]1([N:6]2[C:7](=[O:19])[NH:8][CH2:9][c:10]3[c:11]2[n:12][c:13]([S:16]([CH3:17])=[O:18])[n:14][cH:15]3)[CH2:2][CH2:3][CH2:4][CH2:5]1>>[CH:1]1([N:6]2[C:7](=[O:19])[NH:8][CH2:9][c:10]3[c:11]2[n:12][c:13]([NH:28][c:25]2[cH:24][cH:23][c:22]([O:21][CH3:20])[cH:27][cH:26]2)[n:14][cH:15]3)[CH2:2][CH2:3][CH2:4][CH2:5]1. Starting materials: N1[C@H](C(=O)O)CCC1.C(C1=CC=CC=C1)NC([C@@H](N)[C@@H](C)CC)=O (L-proline L-isoleucine benzylamide), C([O-])([O-])=O.[Na+].[Na+] (sodium carbonate), BrCC(=O)C1=CC=C(C=C1)Cl (2-bromo-4'-chloroacetophenone). The solvent is CO (methanol). Yields the product ClC1=CC=C(C=C1)C(CN1[C@H](C(=O)N(C([C@@H](N)[C@@H](C)CC)=O)CC2=CC=CC=C2)CCC1)=O (L-isoleucine, N-[1-(2-(4-chlorophenyl)-2-oxoethyl)-L-prolyl] benzylamide). Isolated yield 88.5%. As a reaction SMILES: [NH:1]1[CH2:8][CH2:7][CH2:6][C@H:2]1[C:3]([OH:5])=O.[CH2:9]([NH:16][C:17](=[O:24])[C@H:18]([C@H:20]([CH2:22][CH3:23])[CH3:21])[NH2:19])[C:10]1[CH:15]=[CH:14][CH:13]=[CH:12][CH:11]=1.C(=O)([O-])[O-].[Na+].[Na+].Br[CH2:32][C:33]([C:35]1[CH:40]=[CH:39][C:38]([Cl:41])=[CH:37][CH:36]=1)=[O:34]>CO>[Cl:41][C:38]1[CH:39]=[CH:40][C:35]([C:33](=[O:34])[CH2:32][N:1]2[CH2:8][CH2:7][CH2:6][C@H:2]2[C:3]([N:16]([CH2:9][C:10]2[CH:15]=[CH:14][CH:13]=[CH:12][CH:11]=2)[C:17](=[O:24])[C@H:18]([C@H:20]([CH2:22][CH3:23])[CH3:21])[NH2:19])=[O:5])=[CH:36][CH:37]=1 |f:0.1,2.3.4|. Procedure: Using the procedure described in example 5, treatment of L-proline-L-isoleucine benzylamide (182 mg, 0.57 mmol), with sodium carbonate (60 mg, 0.57 mmol), and 2-bromo-4'-chloroacetophenone (147 mg, 0.63 mmol, 1.0 eq), in methanol (10 mL), provided 237 mg (88%) of L-isoleucine, N-[1-(2-(4-chlorophenyl)-2-oxoethyl)-L-prolyl] benzylamide as a pale yellow oil. The reactants are BrC1=C(CN2C(O[C@@H]([C@@H]2C)C2=CC=CC=C2)=O)C=C(C=C1)OC ((4S,5R)-3-(2-bromo-5-methoxy-benzyl)-4-methyl-5-phenyl-oxazolidin-2-one), COC(CC1=CC(=C(C=C1)OC)B1OC(C(O1)(C)C)(C)C)=O ([4-methoxy-3-(4,4,5,5-tetramethyl-[1,3,2]dioxaborolan-2-yl)-phenyl]-acetic acid methyl ester). Yields the product COC(CC=1C=C(C(=CC1)OC)C1=C(C=C(C=C1)OC)CN1C(O[C@@H]([C@@H]1C)C1=CC=CC=C1)=O)=O ([6,4′-Dimethoxy-2′-((4S,5R)-4-methyl-2-oxo-5-phenyl-oxazolidin-3-ylmethyl)-biphenyl-3-yl]-acetic acid methyl ester). RXN SMILES: Br[C:2]1[CH:21]=[CH:20][C:19]([O:22][CH3:23])=[CH:18][C:3]=1[CH2:4][N:5]1[C@@H:9]([CH3:10])[C@@H:8]([C:11]2[CH:16]=[CH:15][CH:14]=[CH:13][CH:12]=2)[O:7][C:6]1=[O:17].[CH3:24][O:25][C:26](=[O:45])[CH2:27][C:28]1[CH:33]=[CH:32][C:31]([O:34][CH3:35])=[C:30](B2OC(C)(C)C(C)(C)O2)[CH:29]=1>>[CH3:24][O:25][C:26](=[O:45])[CH2:27][C:28]1[CH:29]=[C:30]([C:2]2[CH:21]=[CH:20][C:19]([O:22][CH3:23])=[CH:18][C:3]=2[CH2:4][N:5]2[C@@H:9]([CH3:10])[C@@H:8]([C:11]3[CH:16]=[CH:15][CH:14]=[CH:13][CH:12]=3)[O:7][C:6]2=[O:17])[C:31]([O:34][CH3:35])=[CH:32][CH:33]=1. Procedure: Prepared according to the procedure described in Example 1, Step 4, using the following starting materials: (4S,5R)-3-(2-bromo-5-methoxy-benzyl)-4-methyl-5-phenyl-oxazolidin-2-one and [4-methoxy-3-(4,4,5,5-tetramethyl-[1,3,2]dioxaborolan-2-yl)-phenyl]-acetic acid methyl ester. Reactants: c1ccc2c(c1)Cc1ccccc1-2, C1CCOC1, [Li]CCCC, CCOCC, CCCCCC, CC1=Cc2c(C)cc(C)cc2C1[Si](C)(C)Cl, [Li]. The product is CC1=Cc2c(C)cc(C)cc2C1[Si](C)(C)C1c2ccccc2-c2ccccc21. RXN SMILES: [CH2:12]1[c:13]2[cH:14][cH:15][cH:16][cH:17][c:18]2-[c:19]2[cH:20][cH:21][cH:22][cH:23][c:24]21.[CH2:47]1[O:48][CH2:49][CH2:50][CH2:51]1.[CH3:1][CH2:2][CH2:3][CH2:4][Li:5].[CH3:42][CH2:43][O:44][CH2:45][CH3:46].[CH3:6][CH2:7][CH2:8][CH2:9][CH2:10][CH3:11].[Cl:25][Si:26]([CH3:27])([CH3:28])[CH:29]1[C:30]([CH3:40])=[CH:31][c:32]2[c:33]([CH3:39])[cH:34][c:35]([CH3:38])[cH:36][c:37]21.[Li:41]>>[CH:12]1([Si:26]([CH3:27])([CH3:28])[CH:29]2[C:30]([CH3:40])=[CH:31][c:32]3[c:33]([CH3:39])[cH:34][c:35]([CH3:38])[cH:36][c:37]32)[c:13]2[cH:14][cH:15][cH:16][cH:17][c:18]2-[c:19]2[cH:20][cH:21][cH:22][cH:23][c:24]21. The reactants are ClC1=CC=C(C=C1)C1=NN=C(O1)C=1C=C(C(=CC1)N)N (4-[5-(4-Chloro-phenyl)-[1,3,4]oxadiazol-2-yl]-benzene-1,2-diamine), ClC1=C(C=O)C(=CC(=C1)N1CCOCC1)Cl (2,6-Dichloro-4-morpholin-4-yl-benzaldehyde), FeCl3. Run in CS(=O)C (DMSO). Run at time 18 hour. Product: ClC1=CC=C(C=C1)C1=NN=C(O1)C=1C=CC2=C(NC(=N2)C2=C(C=C(C=C2Cl)N2CCOCC2)Cl)C1 (6-[5-(4-Chloro-phenyl)-[1,3,4]oxadiazol-2-yl]-2-(2,6-dichloro-4-morpholin-4-yl-phenyl)-1H-benzoimidazole). Reaction SMILES: [Cl:1][C:2]1[CH:7]=[CH:6][C:5]([C:8]2[O:12][C:11]([C:13]3[CH:14]=[C:15]([NH2:20])[C:16]([NH2:19])=[CH:17][CH:18]=3)=[N:10][N:9]=2)=[CH:4][CH:3]=1.[Cl:21][C:22]1[CH:29]=[C:28]([N:30]2[CH2:35][CH2:34][O:33][CH2:32][CH2:31]2)[CH:27]=[C:26]([Cl:36])[C:23]=1[CH:24]=O>CS(C)=O>[Cl:1][C:2]1[CH:3]=[CH:4][C:5]([C:8]2[O:12][C:11]([C:13]3[CH:18]=[CH:17][C:16]4[N:19]=[C:24]([C:23]5[C:22]([Cl:21])=[CH:29][C:28]([N:30]6[CH2:31][CH2:32][O:33][CH2:34][CH2:35]6)=[CH:27][C:26]=5[Cl:36])[NH:20][C:15]=4[CH:14]=3)=[N:10][N:9]=2)=[CH:6][CH:7]=1. Procedure: To a 50 ml rbf was added 0.2250 g (0.785 mmol) 4-[5-(4-Chloro-phenyl)-[1,3,4]oxadiazol-2-yl]-benzene-1,2-diamine, 0.2041 g (0.785 mmol) of 2,6-Dichloro-4-morpholin-4-yl-benzaldehyde, and 5 mL of DMSO. To this dark brown solution was added 0.0190 g (0.118 mmol) of FeCl3. It was allowed to stir open to air for 18 h. The crude was then extracted with EtOAc, and the combined extracts were washed with water, brine and dried with Na2SO4. The volatiles were removed in vacuo and the concentrate was puri... Starting materials: CC1(OB(OC1(C)C)C1=CC=NC=C1)C (4-(4,4,5,5-Tetramethyl-1,3,2-dioxaborolan-2-yl)-pyridine), P(=O)([O-])([O-])[O-].[K+].[K+].[K+] (tripotassium phosphate), ClC1=CC=C(C=N1)C(=O)NC1=C(C(=O)OC(C)(C)C)C=CC(=C1)C1=CC=CC=C1 (tert-butyl 2-(6-chloropyridine-3-carboxamido)-4-phenylbenzoate), CC1(OB(OC1(C)C)C1=CC=NC=C1)C (4-(4,4,5,5-tetramethyl-1,3,2-dioxaborolan-2-yl)pyridine), P(=O)([O-])([O-])[O-].[K+].[K+].[K+] (tripotassium phosphate). Reagents/catalysts: C(C)(=O)[O-].[Pd+2].C(C)(=O)[O-] (palladium(II) acetate), C1(CCCCC1)P(C1=C(C=CC=C1)C1=C(C=CC=C1OC)OC)C1CCCCC1 (2-dicyclohexylphosphino-2′,6′-dimethoxybiphenyl), C(C)(=O)[O-].[Pd+2].C(C)(=O)[O-] (palladium(II) acetate), C1(CCCCC1)P(C1=C(C=CC=C1)C1=C(C=CC=C1OC)OC)C1CCCCC1 (2-dicyclohexylphosphino-2′,6′-dimethoxybiphenyl), C(C)(=O)[O-].[Pd+2].C(C)(=O)[O-] (palladium(II) acetate), C1(CCCCC1)P(C1=C(C=CC=C1)C1=C(C=CC=C1OC)OC)C1CCCCC1 (2-dicyclohexylphosphino-2′,6′-dimethoxybiphenyl). The solvent is C1(=CC=CC=C1)C (toluene). Yields the product C1(=CC=CC=C1)C1=CC(=C(C(=O)OC(C)(C)C)C=C1)NC(=O)C=1C=NC(=CC1)C1=CC=NC=C1 (tert-butyl 4-phenyl-2-(6-(pyridin-4-yl)pyridine-3-carboxamido)benzoate). Yield: 28.3%. RXN SMILES: CC1(C)C(C)(C)OB([C:9]2[CH:14]=[CH:13][N:12]=[CH:11][CH:10]=2)O1.P([O-])([O-])([O-])=O.[K+].[K+].[K+].Cl[C:25]1[N:30]=[CH:29][C:28]([C:31]([NH:33][C:34]2[CH:46]=[C:45]([C:47]3[CH:52]=[CH:51][CH:50]=[CH:49][CH:48]=3)[CH:44]=[CH:43][C:35]=2[C:36]([O:38][C:39]([CH3:42])([CH3:41])[CH3:40])=[O:37])=[O:32])=[CH:27][CH:26]=1>C([O-])(=O)C.[Pd+2].C([O-])(=O)C.C1(P(C2CCCCC2)C2C=CC=CC=2C2C(OC)=CC=CC=2OC)CCCCC1.C1(C)C=CC=CC=1>[C:47]1([C:45]2[CH:44]=[CH:43][C:35]([C:36]([O:38][C:39]([CH3:42])([CH3:40])[CH3:41])=[O:37])=[C:34]([NH:33][C:31]([C:28]3[CH:29]=[N:30][C:25]([C:9]4[CH:10]=[CH:11][N:12]=[CH:13][CH:14]=4)=[CH:26][CH:27]=3)=[O:32])[CH:46]=2)[CH:48]=[CH:49][CH:50]=[CH:51][CH:52]=1 |f:1.2.3.4,6.7.8|. Procedure details: 4-(4,4,5,5-Tetramethyl-1,3,2-dioxaborolan-2-yl)-pyridine (48 mg), tripotassium phosphate (91 mg), 2-dicyclohexylphosphino-2′,6′-dimethoxybiphenyl (1.6 mg), and palladium(II) acetate (1.8 mg) were added to a toluene (1.6 mL) suspension of tert-butyl 2-(6-chloropyridine-3-carboxamido)-4-phenylbenzoate (80 mg), followed by heating to reflux under a nitrogen atmosphere for 2 hours and 30 minutes. The reaction mixture was cooled to room temperature, and then 4-(4,4,5,5-tetramethyl-1,3,2-dioxaborolan-... The reactants are C=CCN1CCC(O)N(c2nnc(S(C)(=O)=O)s2)C1=O, C#CCOC(=O)Cl, c1ccncc1. Product: C#CCOC(=O)OC1CCN(CC=C)C(=O)N1c1nnc(S(C)(=O)=O)s1. Reaction SMILES: [CH3:1][S:2](=[O:3])(=[O:4])[c:5]1[n:6][n:7][c:8]([N:10]2[C:11](=[O:20])[N:12]([CH2:17][CH:18]=[CH2:19])[CH2:13][CH2:14][CH:15]2[OH:16])[s:9]1.[Cl:21][C:22](=[O:23])[O:24][CH2:25][C:26]#[CH:27].[cH:28]1[cH:29][cH:30][n:31][cH:32][cH:33]1>>[CH3:1][S:2](=[O:3])(=[O:4])[c:5]1[n:6][n:7][c:8]([N:10]2[C:11](=[O:20])[N:12]([CH2:17][CH:18]=[CH2:19])[CH2:13][CH2:14][CH:15]2[O:16][C:22](=[O:23])[O:24][CH2:25][C:26]#[CH:27])[s:9]1.